This data is from the Open Reaction Database (ORD), a public repository of structured organic reaction records. The task is: describe an organic reaction: reactants, conditions, products, and yield The reactants are N#Cc1ccc(C(=O)O)nc1, CC1(C)OC(N)=NC(C)(c2cc(N)ccc2F)C1(F)F. Yields the product CC1(C)OC(N)=NC(C)(c2cc(NC(=O)c3ccc(C#N)cn3)ccc2F)C1(F)F. As a reaction SMILES: [C:21](#[N:22])[c:23]1[cH:24][cH:25][c:26]([C:29](=[O:30])[OH:31])[n:27][cH:28]1.[NH2:1][c:2]1[cH:3][cH:4][c:5]([F:20])[c:6]([C:8]2([CH3:19])[N:9]=[C:10]([NH2:18])[O:11][C:12]([CH3:16])([CH3:17])[C:13]2([F:14])[F:15])[cH:7]1>>[NH:1]([c:2]1[cH:3][cH:4][c:5]([F:20])[c:6]([C:8]2([CH3:19])[N:9]=[C:10]([NH2:18])[O:11][C:12]([CH3:16])([CH3:17])[C:13]2([F:14])[F:15])[cH:7]1)[C:29]([c:26]1[cH:25][cH:24][c:23]([C:21]#[N:22])[cH:28][n:27]1)=[O:30]. Yields the product N1(N=NN=C1)C1=CC=C(C=C1)SCN1CCOCC1 (4-[p-(1H-tetrazol-1-yl)phenylthiomethyl]morpholine). Procedure details: Following the general procedure of Example 10, p-(1H-tetrazol-1-yl)benzenethiol is treated with formalin and morpholine to give the 4-[p-(1H-tetrazol-1-yl)phenylthiomethyl]morpholine as white crystals from dichloromethane-hexane, m.p. 118.5°-121° C. Solvent: ClCCl.CCCCCC (dichloromethane hexane). The reactants are N1(N=NN=C1)C1=CC=C(C=C1)S (p-(1H-tetrazol-1-yl)benzenethiol), C=O (formalin), N1CCOCC1 (morpholine). Reaction SMILES: [N:1]1([C:6]2[CH:11]=[CH:10][C:9]([SH:12])=[CH:8][CH:7]=2)[CH:5]=[N:4][N:3]=[N:2]1.[CH2:13]=O.[NH:15]1[CH2:20][CH2:19][O:18][CH2:17][CH2:16]1>ClCCl.CCCCCC>[N:1]1([C:6]2[CH:7]=[CH:8][C:9]([S:12][CH2:13][N:15]3[CH2:20][CH2:19][O:18][CH2:17][CH2:16]3)=[CH:10][CH:11]=2)[CH:5]=[N:4][N:3]=[N:2]1 |f:3.4|. The reactants are COC(=O)CNC(=O)c1nc(C#N)c2c(Oc3ccccc3)cccc2c1OC, CO, Cl, [Na+], C1CCOC1, [OH-]. Yields the product COc1c(C(=O)NCC(=O)O)nc(C#N)c2c(Oc3ccccc3)cccc12. Reaction SMILES: [CH3:1][O:2][C:3]([CH2:4][NH:5][C:6](=[O:7])[c:8]1[n:9][c:10]([C:27]#[N:28])[c:11]2[c:12]([O:20][c:21]3[cH:22][cH:23][cH:24][cH:25][cH:26]3)[cH:13][cH:14][cH:15][c:16]2[c:17]1[O:18][CH3:19])=[O:29].[CH3:38][OH:39].[ClH:32].[Na+:31].[O:33]1[CH2:34][CH2:35][CH2:36][CH2:37]1.[OH-:30]>>[O:2]=[C:3]([CH2:4][NH:5][C:6](=[O:7])[c:8]1[n:9][c:10]([C:27]#[N:28])[c:11]2[c:12]([O:20][c:21]3[cH:22][cH:23][cH:24][cH:25][cH:26]3)[cH:13][cH:14][cH:15][c:16]2[c:17]1[O:18][CH3:19])[OH:29]. Starting materials: CCN(CC)c1ccc(C=O)cc1, CC1(C)N=C1c1ccccc1, [Hg], c1ccccc1. Yields the product CCN(CC)c1ccc(C2OC(C)(C)N=C2c2ccccc2)cc1. Reaction SMILES: [CH2:12]([CH3:13])[N:14]([c:15]1[cH:16][cH:17][c:18]([CH:19]=[O:20])[cH:21][cH:22]1)[CH2:23][CH3:24].[CH3:1][C:2]1([CH3:11])[N:3]=[C:4]1[c:5]1[cH:6][cH:7][cH:8][cH:9][cH:10]1.[Hg:31].[cH:25]1[cH:26][cH:27][cH:28][cH:29][cH:30]1>>[CH3:1][C:2]1([CH3:11])[N:3]=[C:4]([c:5]2[cH:6][cH:7][cH:8][cH:9][cH:10]2)[CH:19]([c:18]2[cH:17][cH:16][c:15]([N:14]([CH2:12][CH3:13])[CH2:23][CH3:24])[cH:22][cH:21]2)[O:20]1. The reactants are CC1=C(NC2=NC=CC=C21)C2=CC=CC=C2 (3-methyl-2-phenylpyrrolo[2,3-b]pyridine), C(C(=O)C1=CC=CC=C1)Br (phenacylbromide). Product: CC1=C(N=C2N(C=CC=C21)CC(=O)C2=CC=CC=C2)C2=CC=CC=C2 (3-Methyl-2-phenyl-7-phenacyl pyrrolo[2,3-b]pyridine). RXN SMILES: [CH3:1][C:2]1[C:10]2[C:5](=[N:6][CH:7]=[CH:8][CH:9]=2)[NH:4][C:3]=1[C:11]1[CH:16]=[CH:15][CH:14]=[CH:13][CH:12]=1.[CH2:17](Br)[C:18]([C:20]1[CH:25]=[CH:24][CH:23]=[CH:22][CH:21]=1)=[O:19]>>[CH3:1][C:2]1[C:10]2[C:5]([N:6]([CH2:17][C:18]([C:20]3[CH:25]=[CH:24][CH:23]=[CH:22][CH:21]=3)=[O:19])[CH:7]=[CH:8][CH:9]=2)=[N:4][C:3]=1[C:11]1[CH:16]=[CH:15][CH:14]=[CH:13][CH:12]=1. Reported procedure: The title compound was prepared from 3-methyl-2-phenylpyrrolo[2,3-b]pyridine and phenacylbromide on a 4 mmol scale according to the procedure described in example 8 yielding 1.58 g (97%). The reactants are [OH-].[Na+] (sodium hydroxide), C(C1=CC=CC=C1)OC(=O)Cl (Benzyloxycarbonyl chloride), Cl.N[C@H](C)C1=C(C=C(C(=O)O)C=C1)F ((R)-4-(1-aminoethyl)-3-fluorobenzoic acid hydrochloride), Cl (hydrochloric acid). The product is C(C1=CC=CC=C1)OC(=O)N[C@H](C)C1=C(C=C(C(=O)O)C=C1)F ((R)-4-(1-benzyloxycarbonylaminoethyl)-3-fluorobenzoic acid). Yield: 59.0%. RXN SMILES: [CH2:1]([O:8][C:9](Cl)=[O:10])[C:2]1[CH:7]=[CH:6][CH:5]=[CH:4][CH:3]=1.[OH-].[Na+].Cl.Cl.[NH2:16][C@@H:17]([C:19]1[CH:27]=[CH:26][C:22]([C:23]([OH:25])=[O:24])=[CH:21][C:20]=1[F:28])[CH3:18]>>[CH2:1]([O:8][C:9]([NH:16][C@@H:17]([C:19]1[CH:27]=[CH:26][C:22]([C:23]([OH:25])=[O:24])=[CH:21][C:20]=1[F:28])[CH3:18])=[O:10])[C:2]1[CH:7]=[CH:6][CH:5]=[CH:4][CH:3]=1 |f:1.2,4.5|. Procedure: Benzyloxycarbonyl chloride (710 mg) was dropwise added to an aqueous solution (10 ml) of (R)-4-(1-aminoethyl)-3-fluorobenzoic acid hydrochloride (610 mg) and-sodium hydroxide (390 mg), and the mixture was stirred at room temperature for 4 hours. After the reaction, conc. hydrochloric acid was added to the reaction mixture to make the same acidic, and the mixture was extracted with chloroform. The mixture was dried and the solvent was evaporated under reduced pressure. The obtained residue was pu... The reactants are ClC1=CC=C(C=C1)N1N=CC(=C1C)C(=O)O (1-(4-chlorophenyl)-5-methylpyrazole-4-carboxylic acid), NC=1C=CC(=C(C#N)C1)N1CCN(CC1)C1CCOCC1 (5-amino-2-[4-(3,4,5,6-tetrahydro-2H-pyran-4-yl)piperazin-1-yl]benzonitrile). The product is ClC1=CC=C(C=C1)N1N=CC(=C1C)C(=O)NC1=CC(=C(C=C1)N1CCN(CC1)C1CCOCC1)C#N (1-(4-Chlorophenyl)-N-{3-cyano-4-[4-(3,4,5,6-tetrahydro-2H-pyran-4-yl)piperazin-1-yl]phenyl}-5-methylpyrazole-4-carboxamide). The yield is 46.4%. As a reaction SMILES: [Cl:1][C:2]1[CH:7]=[CH:6][C:5]([N:8]2[C:12]([CH3:13])=[C:11]([C:14]([OH:16])=O)[CH:10]=[N:9]2)=[CH:4][CH:3]=1.[NH2:17][C:18]1[CH:19]=[CH:20][C:21]([N:26]2[CH2:31][CH2:30][N:29]([CH:32]3[CH2:37][CH2:36][O:35][CH2:34][CH2:33]3)[CH2:28][CH2:27]2)=[C:22]([CH:25]=1)[C:23]#[N:24]>>[Cl:1][C:2]1[CH:3]=[CH:4][C:5]([N:8]2[C:12]([CH3:13])=[C:11]([C:14]([NH:17][C:18]3[CH:19]=[CH:20][C:21]([N:26]4[CH2:31][CH2:30][N:29]([CH:32]5[CH2:33][CH2:34][O:35][CH2:36][CH2:37]5)[CH2:28][CH2:27]4)=[C:22]([C:23]#[N:24])[CH:25]=3)=[O:16])[CH:10]=[N:9]2)=[CH:6][CH:7]=1. Procedure details: By the reaction and treatment in the same manner as in Example 64 using 1-(4-chlorophenyl)-5-methylpyrazole-4-carboxylic acid (1 g) and 5-amino-2-[4-(3,4,5,6-tetrahydro-2H-pyran-4-yl)piperazin-1-yl]benzonitrile (1.1 g), the title compound (0.9 g) was obtained, melting point: 276° C.